Dataset: the Open Reaction Database (ORD), a public repository of structured organic reaction records. Task: describe an organic reaction: reactants, conditions, products, and yield The reactants are ClC1=C(C=C(C=C1)\C=C\C1=CC=C(C=C1)[N+](=O)[O-])C(F)(F)F (trans-1-chloro-2-trifluoromethyl-4-[2-(4-nitrophenyl)ethenyl]benzene). The reagents and catalysts are [Ni] (Ra—Ni). Solvent: C1CCOC1 (THF). Yields the product ClC1=C(C=C(C=C1)CCC1=CC=C(C=C1)N)C(F)(F)F (4-[2-(4-Chloro-3-trifluoromethylphenyl)ethyl]-benzenamine). Yield: 96.7%. As a reaction SMILES: [Cl:1][C:2]1[CH:7]=[CH:6][C:5](/[CH:8]=[CH:9]/[C:10]2[CH:15]=[CH:14][C:13]([N+:16]([O-])=O)=[CH:12][CH:11]=2)=[CH:4][C:3]=1[C:19]([F:22])([F:21])[F:20]>C1COCC1.[Ni]>[Cl:1][C:2]1[CH:7]=[CH:6][C:5]([CH2:8][CH2:9][C:10]2[CH:15]=[CH:14][C:13]([NH2:16])=[CH:12][CH:11]=2)=[CH:4][C:3]=1[C:19]([F:20])([F:21])[F:22]. Reported procedure: The title compound was prepared from trans-1-chloro-2-trifluoromethyl-4-[2-(4-nitrophenyl)ethenyl]benzene (22.53 g, 0.069 mol) and Ra—Ni (22 g) in THF (0.5 L) at 18° C. to 29° C. (ΔP=20.5 psi) under a hydrogen atmosphere using the procedure described in Example 1, Step B. This procedure yielded a white solid, 20.0 g (66.73 mmol, 97%) of the desired product. mp 62-64° C. Starting materials: C(=O)(C(F)(F)F)O (TFA), OC(C)(C)C=1C=CC2=C(B(OC2(C)C)O)C1 (6-(2-hydroxypropan-2-yl)-3,3-dimethylbenzo[c][1,2]oxaborol-1(3H)-ol), [N-]=[N+]=[N-].[Na+] (sodium azide). The solvent is C(Cl)(Cl)Cl (chloroform), C(Cl)(Cl)Cl (chloroform). Conditions: time 8 hour. Product: crude product, N(=[N+]=[N-])C(C)(C)C=1C=CC2=C(B(OC2(C)C)O)C1 (6-(2-azidopropan-2-yl)-3,3-dimethylbenzo[c][1,2]oxaborol-1(3H)-ol). The yield is 102.0%. As a reaction SMILES: C(O)(C(F)(F)F)=O.O[C:9]([C:12]1[CH:13]=[CH:14][C:15]2[C:19]([CH3:21])([CH3:20])[O:18][B:17]([OH:22])[C:16]=2[CH:23]=1)([CH3:11])[CH3:10].[N-:24]=[N+:25]=[N-:26].[Na+]>C(Cl)(Cl)Cl>[N:24]([C:9]([C:12]1[CH:13]=[CH:14][C:15]2[C:19]([CH3:21])([CH3:20])[O:18][B:17]([OH:22])[C:16]=2[CH:23]=1)([CH3:11])[CH3:10])=[N+:25]=[N-:26] |f:2.3|. Procedure: A solution of TFA (200 μL, 2 mmol) in chloroform (3 mL) was added slowly to a mixture of 6-(2-hydroxypropan-2-yl)-3,3-dimethylbenzo[c][1,2]oxaborol-1(3H)-ol (88 mg, 0.4 mmol) and sodium azide (80 mg, 1.2 mmol) in chloroform (7 mL) at −5° C. to 0° C. The cooling bath was removed and the mixture was stirred at rt overnight. Concentrated ammonium hydroxide was added until pH was basic (moist PH paper). DCM (50 mL) was added and the organic layer was washed with brine:water (1:1), dried over Na2SO4,... Starting materials: COC(C1=C(C=C(C(=C1)[N+](=O)[O-])OC)NC1=CC=C(C=C1)CCCC1=CC(=C(C=C1)Cl)Cl)=O (2-{4-[3-(3,4-dichlorophenyl)propyl]phenylamino}-4-methoxy-5-nitrobenzoic acid methyl ester). Run in C1CCOC1 (THF), [OH-].[Na+] (NaOH). Run at time 36 hour. The product is ClC=1C=C(C=CC1Cl)CCCC1=CC=C(C=C1)NC1=C(C(=O)O)C=C(C(=C1)OC)[N+](=O)[O-] (2-{4-[3-(3,4-Dichlorophenyl)propyl]phenylamino}-4-methoxy-5-nitrobenzoic acid). Isolated yield 70.5%. RXN SMILES: C[O:2][C:3](=[O:33])[C:4]1[CH:9]=[C:8]([N+:10]([O-:12])=[O:11])[C:7]([O:13][CH3:14])=[CH:6][C:5]=1[NH:15][C:16]1[CH:21]=[CH:20][C:19]([CH2:22][CH2:23][CH2:24][C:25]2[CH:30]=[CH:29][C:28]([Cl:31])=[C:27]([Cl:32])[CH:26]=2)=[CH:18][CH:17]=1>C1COCC1.[OH-].[Na+]>[Cl:32][C:27]1[CH:26]=[C:25]([CH2:24][CH2:23][CH2:22][C:19]2[CH:20]=[CH:21][C:16]([NH:15][C:5]3[CH:6]=[C:7]([O:13][CH3:14])[C:8]([N+:10]([O-:12])=[O:11])=[CH:9][C:4]=3[C:3]([OH:33])=[O:2])=[CH:17][CH:18]=2)[CH:30]=[CH:29][C:28]=1[Cl:31] |f:2.3|. Procedure details: To a solution of 2-{4-[3-(3,4-dichlorophenyl)propyl]phenylamino}-4-methoxy-5-nitrobenzoic acid methyl ester (0.30 g, 0.061 mol) in THF (5 mL), 1N NaOH (aq.) (2.5 mL) was added, and the mixture was stirred for 36 hours at room temperature. The solvent was removed, and the residue was acidified with concentrated HCl to pH 3. The precipitate was collected by filtration and dried in vacuum for 16 hours. Recrystallization with MeOH gave the title compound as an orange solid 0.21 g (0.043 mol. 70%). m... Reactants: CC(C)(C)[O-], COC[P+](c1ccccc1)(c1ccccc1)c1ccccc1, CCOCC, O=CCCC1CCCC1, [Cl-], Cl, [K+], C1CCOC1. Yields the product O=CCCCC1CCCC1. As a reaction SMILES: [CH3:24][C:25]([CH3:26])([O-:27])[CH3:28].[CH3:2][O:3][CH2:4][P+:5]([c:6]1[cH:7][cH:8][cH:9][cH:10][cH:11]1)([c:12]1[cH:13][cH:14][cH:15][cH:16][cH:17]1)[c:18]1[cH:19][cH:20][cH:21][cH:22][cH:23]1.[CH3:45][CH2:46][O:47][CH2:48][CH3:49].[CH:30]1([CH2:35][CH2:36][CH:37]=[O:38])[CH2:31][CH2:32][CH2:33][CH2:34]1.[Cl-:1].[ClH:39].[K+:29].[O:40]1[CH2:41][CH2:42][CH2:43][CH2:44]1>>[CH:2](=[O:3])[CH2:37][CH2:36][CH2:35][CH:30]1[CH2:31][CH2:32][CH2:33][CH2:34]1. The reactants are CCSc1nc(N2CCOCC2)cc(C(F)(F)F)c1C(=O)OC, C1CCOC1, CO, CCOC(C)=O, Cl, [Li+], [OH-]. Product: CCSc1nc(N2CCOCC2)cc(C(F)(F)F)c1C(=O)O. Reaction SMILES: [CH2:1]([CH3:2])[S:3][c:4]1[n:5][c:6]([N:18]2[CH2:19][CH2:20][O:21][CH2:22][CH2:23]2)[cH:7][c:8]([C:14]([F:15])([F:16])[F:17])[c:9]1[C:10](=[O:11])[O:12][CH3:13].[CH2:26]1[O:27][CH2:28][CH2:29][CH2:30]1.[CH3:24][OH:25].[CH3:34][CH2:35][O:36][C:37]([CH3:38])=[O:39].[ClH:33].[Li+:32].[OH-:31]>>[CH2:1]([CH3:2])[S:3][c:4]1[n:5][c:6]([N:18]2[CH2:19][CH2:20][O:21][CH2:22][CH2:23]2)[cH:7][c:8]([C:14]([F:15])([F:16])[F:17])[c:9]1[C:10](=[O:11])[OH:12]. Reactants: ice water, COC(C1=CC(=CC=C1)O)=O (Methyl-3-hydroxy-benzoate), C(C=C)Br (allyl bromide), CC(C)([O-])C.[K+] (potassium tert-butoxide). Solvent: CS(=O)C (DMSO). The product is C(C=C)OC=1C=C(C(=O)OC)C=CC1 (methyl 3-(prop-2-enyloxy)benzoate). RXN SMILES: [CH3:1][O:2][C:3](=[O:11])[C:4]1[CH:9]=[CH:8][CH:7]=[C:6]([OH:10])[CH:5]=1.[CH2:12](Br)[CH:13]=[CH2:14].CC(C)([O-])C.[K+]>CS(C)=O>[CH2:14]([O:10][C:6]1[CH:5]=[C:4]([CH:9]=[CH:8][CH:7]=1)[C:3]([O:2][CH3:1])=[O:11])[CH:13]=[CH2:12] |f:2.3|. Reported procedure: Methyl-3-hydroxy-benzoate (1.09 g, 4.9 mmol), allyl bromide (0.73 g, 6.0 mmol) and potassium tert-butoxide (6.5 g, 5.8 mmol) in DMSO (15 mL) was stirred at room temperature for 16 hours. The mixture was poured into ice water, extracted with ether, washed with brine, dried (Na2SO4), and evaporated to give the title compound. 1H NMR (300 MHz, DMSO-d6) δ 7.55 (m, 1H), 7.45 (m, 2H), 7.24 (m, 1H), 6.12-5.98 (m, 1H), 5.44-5.26 (m, 2H), 4.64 (m, 2H), 3.84 (s, 3H). The reactants are BrC1=CC(=C(N)C=C1)F (4-bromo-2-fluoroaniline), 200, [C-]#N.[Na+] (sodium cyanide), cuprous cyanide. Solvent: CN1C(CCC1)=O (N-methylpyrrolidone). Yields the product NC1=C(C=C(C#N)C=C1)F (4-amino-3-fluorobenzonitrile). Reaction SMILES: Br[C:2]1[CH:8]=[CH:7][C:5]([NH2:6])=[C:4]([F:9])[CH:3]=1.[C-:10]#[N:11].[Na+]>CN1CCCC1=O>[NH2:6][C:5]1[CH:7]=[CH:8][C:2]([C:10]#[N:11])=[CH:3][C:4]=1[F:9] |f:1.2|. Procedure details: 6.8 Parts of 4-bromo-2-fluoroaniline were dissolved in 75 parts of N-methylpyrrolidone. This solution was treated with 4.2 parts of cuprous cyanide. The reaction mixture was heated to 190° for 2 hours. The reaction mass was poured into a mixture of 200 parts of ice and 15 parts of sodium cyanide. This mixture was then heated on a steam bath for 2 hours at 60°-70°. This aqueous solution was then extracted with four 100-part portions of toluene. The toluene extracts were combined and washed with f... Starting materials: C(C)(C)(C)C=1C=C(OCC2=CC=C(C=C2)C#N)C=C(C1)C(C)(C)C (4-(3,5-di-t-butylphenoxymethyl)-1-benzenecarbonitrile), [N-]=[N+]=[N-].[Na+] (sodium azide), [Cl-].[NH4+] (ammonium chloride), [Cl-].[Li+] (lithium chloride). Run in CN(C=O)C (dimethylformamide), O (water). Run at temperature 120 celsius. Product: C(C)(C)(C)C=1C=C(OCC2=CC=C(C=C2)C2=NN=NN2)C=C(C1)C(C)(C)C (5-{4-[(3,5-di-t-butylphenoxy)methyl]phenyl}tetrazole). Yield: 74.1%. As a reaction SMILES: [C:1]([C:5]1[CH:6]=[C:7]([CH:18]=[C:19]([C:21]([CH3:24])([CH3:23])[CH3:22])[CH:20]=1)[O:8][CH2:9][C:10]1[CH:15]=[CH:14][C:13]([C:16]#[N:17])=[CH:12][CH:11]=1)([CH3:4])([CH3:3])[CH3:2].[N-:25]=[N+:26]=[N-:27].[Na+].[Cl-].[NH4+].[Cl-].[Li+]>O.CN(C)C=O>[C:1]([C:5]1[CH:6]=[C:7]([CH:18]=[C:19]([C:21]([CH3:24])([CH3:23])[CH3:22])[CH:20]=1)[O:8][CH2:9][C:10]1[CH:15]=[CH:14][C:13]([C:16]2[NH:27][N:26]=[N:25][N:17]=2)=[CH:12][CH:11]=1)([CH3:4])([CH3:3])[CH3:2] |f:1.2,3.4,5.6|. Reported procedure: A mixture of 3.21 g (0.01 mole) of 4-(3,5-di-t-butylphenoxymethyl)-1-benzenecarbonitrile, 1.95 g (0.03 mole) of sodium azide, 1.60 g (0.03 mole) of ammonium chloride, 0.42 g (0.01 mole) of lithium chloride and 25 ml of dimethylformamide was heated at 120° C. in a stoppered flask for about sixty-four hours. The mixture was poured into 500 ml of water. The resulting precipitate was collected, rinsed with water and recrystallized from ethanol to give 2.7 g of white crystalline 5-{4-[(3,5-di-t-butyl...